From a dataset of the Open Reaction Database (ORD), a public repository of structured organic reaction records. describe an organic reaction: reactants, conditions, products, and yield Reactants: ClCCCC(CCCCC)OC(C)=O (1-chloro-4-acetoxynonane), C(C)(=O)OC(CCCN(S(=O)(=O)C)CCCCCCC(=O)OCC)CCCC(C)(C)C (ethyl 7-[N-(4-acetoxy-8,8-dimethylnonyl)methanesulfonamido]heptanoate), ClCCCC(CCCC(C)(C)C)OC(C)=O (1-chloro-4-acetoxy-8,8-dimethylnonane), product. Product: O[C@@H](C#CCN(S(=O)(=O)C)CCCCCCC(=O)O)CCCCC (7-[N-(4(R)-hydroxy-2-nonynyl)methanesulfonamido]heptanoic acid). Reaction SMILES: ClCCCC(OC(=O)C)CCCCC.ClCCCC(OC(=O)C)CCCC(C)(C)C.C([O:34][CH:35]([CH2:55][CH2:56][CH2:57][C:58](C)(C)[CH3:59])[CH2:36][CH2:37][CH2:38][N:39]([CH2:44][CH2:45][CH2:46][CH2:47][CH2:48][CH2:49][C:50]([O:52]CC)=[O:51])[S:40]([CH3:43])(=[O:42])=[O:41])(=O)C>>[OH:34][C@H:35]([CH2:55][CH2:56][CH2:57][CH2:58][CH3:59])[C:36]#[C:37][CH2:38][N:39]([CH2:44][CH2:45][CH2:46][CH2:47][CH2:48][CH2:49][C:50]([OH:52])=[O:51])[S:40]([CH3:43])(=[O:41])=[O:42]. Procedure details: The synthesis of this compound is carried out as described in Example 1 except that, in Step A, the 1-chloro-4-acetoxynonane is replaced by an equimolar amount of 1-chloro-4-acetoxy-8,8-dimethylnonane (Example D). The product of Step A is thus ethyl 7-[N-(4-acetoxy-8,8-dimethylnonyl)methanesulfonamido]heptanoate. The subsequent step yields 7-[N-(4-hydroxy-8,8-dimethylnonyl)methanesulfonamido]heptanoic acid (B). Reactants: ClC1=CC=C(C=C1)C1=CC(=NN1C1=CC=CC=C1)CCC=O (3-(5-(4-chlorophenyl)-1-phenyl-1H-pyrazol-3-yl)-propanal), [BH-](OC(=O)C)(OC(=O)C)OC(=O)C.[Na+] (NaBH(OAc)3), CC=1C=C(C=CC1C)N1CCNCC1 (1-(3,4-dimethylphenyl)piperazine), CCN(C(C)C)C(C)C (DIPEA). The product is ClC1=CC=C(C=C1)C1=CC(=NN1C1=CC=CC=C1)CCCN1CCN(CC1)C1=CC(=C(C=C1)C)C (1-(3-(5-(4-chlorophenyl)-1-phenyl-1H-pyrazol-3-yl)propyl)-4-(3,4-dimethylphenyl)piperazine). As a reaction SMILES: [Cl:1][C:2]1[CH:7]=[CH:6][C:5]([C:8]2[N:12]([C:13]3[CH:18]=[CH:17][CH:16]=[CH:15][CH:14]=3)[N:11]=[C:10]([CH2:19][CH2:20][CH:21]=O)[CH:9]=2)=[CH:4][CH:3]=1.[CH3:23][C:24]1[CH:25]=[C:26]([N:31]2[CH2:36][CH2:35][NH:34][CH2:33][CH2:32]2)[CH:27]=[CH:28][C:29]=1[CH3:30].CCN(C(C)C)C(C)C.[BH-](OC(C)=O)(OC(C)=O)OC(C)=O.[Na+]>>[Cl:1][C:2]1[CH:7]=[CH:6][C:5]([C:8]2[N:12]([C:13]3[CH:18]=[CH:17][CH:16]=[CH:15][CH:14]=3)[N:11]=[C:10]([CH2:19][CH2:20][CH2:21][N:34]3[CH2:35][CH2:36][N:31]([C:26]4[CH:27]=[CH:28][C:29]([CH3:30])=[C:24]([CH3:23])[CH:25]=4)[CH2:32][CH2:33]3)[CH:9]=2)=[CH:4][CH:3]=1 |f:3.4|. Procedure details: 99 mg (84%) of target compound was obtained by using a method same as in Example 1 by using 3-(5-(4-chlorophenyl)-1-phenyl-1H-pyrazol-3-yl)-propanal (70 mg, 0.225 mmol), 1-(3,4-dimethylphenyl)piperazine (61 mg, 0.225 mmol), DIPEA (0.059 mL, 0.338 mmol) and NaBH(OAc)3 (143 mg, 0.675 mmol). Product: O=C(N1CCC(O)C1)C1(c2ccc(Cl)cc2)CC1. Starting materials: O=C(O)C1(c2ccc(Cl)cc2)CC1, OC1CCNC1, CN(C)C=O. RXN SMILES: [Cl:1][c:2]1[cH:3][cH:4][c:5]([C:8]2([C:11](=[O:12])[OH:13])[CH2:9][CH2:10]2)[cH:6][cH:7]1.[NH:14]1[CH2:15][CH:16]([OH:19])[CH2:17][CH2:18]1.[O:20]=[CH:21][N:22]([CH3:23])[CH3:24]>>[Cl:1][c:2]1[cH:3][cH:4][c:5]([C:8]2([C:11](=[O:13])[N:14]3[CH2:15][CH:16]([OH:19])[CH2:17][CH2:18]3)[CH2:9][CH2:10]2)[cH:6][cH:7]1. Reactants: CO, CCCCCCC, CC(=O)O, ClCCl, CCCCCCCNC(=O)N(C)c1cccc(-c2ccc(CCC(=O)OC)c(F)c2)c1, [Na+], C1CCOC1, [OH-], O. Yields the product CCCCCCCNC(=O)N(C)c1cccc(-c2ccc(CCC(=O)O)c(F)c2)c1. As a reaction SMILES: [CH3:34][OH:35].[CH3:45][CH2:46][CH2:47][CH2:48][CH2:49][CH2:50][CH3:51].[CH3:52][C:53](=[O:54])[OH:55].[Cl:42][CH2:43][Cl:44].[F:3][c:4]1[cH:5][c:6](-[c:16]2[cH:17][c:18]([N:22]([C:23](=[O:24])[NH:25][CH2:26][CH2:27][CH2:28][CH2:29][CH2:30][CH2:31][CH3:32])[CH3:33])[cH:19][cH:20][cH:21]2)[cH:7][cH:8][c:9]1[CH2:10][CH2:11][C:12](=[O:13])[O:14][CH3:15].[Na+:2].[O:36]1[CH2:37][CH2:38][CH2:39][CH2:40]1.[OH-:1].[OH2:41]>>[F:3][c:4]1[cH:5][c:6](-[c:16]2[cH:17][c:18]([N:22]([C:23](=[O:24])[NH:25][CH2:26][CH2:27][CH2:28][CH2:29][CH2:30][CH2:31][CH3:32])[CH3:33])[cH:19][cH:20][cH:21]2)[cH:7][cH:8][c:9]1[CH2:10][CH2:11][C:12](=[O:13])[OH:14]. Reported procedure: Through the procedure as employed in Production step 1, an amine moiety derived from 1-methylpiperazine (1.03 g) was introduced into 5-bromo-2-furaldehyde (602 mg), to thereby yield 5-(4-methyl-piperazin-1-yl)-furan-2-carbaldehyde (yield: 447 mg, 67%). The produced 5-(4-methyl-piperazin-1-yl)-furan-2-carbaldehyde (388 mg) was condensed with 3,4-dimethoxybenzyl cyanide (355 mg) through Method A (production step 2), to thereby yield the target product (yield: 215 mg, 30%). Reactants: amine, CN1CCN(CC1)C1=CC=C(O1)C=O (5-(4-methyl-piperazin-1-yl)-furan-2-carbaldehyde), CN1CCN(CC1)C1=CC=C(O1)C=O (5-(4-methyl-piperazin-1-yl)-furan-2-carbaldehyde), CN1CCNCC1 (1-methylpiperazine), BrC1=CC=C(O1)C=O (5-bromo-2-furaldehyde), COC=1C=C(CC#N)C=CC1OC (3,4-dimethoxybenzyl cyanide). Isolated yield 30.4%. Reaction SMILES: CN1CCNCC1.BrC1OC(C=O)=CC=1.[CH3:16][N:17]1[CH2:22][CH2:21][N:20]([C:23]2[O:27][C:26]([CH:28]=O)=[CH:25][CH:24]=2)[CH2:19][CH2:18]1.[CH3:30][O:31][C:32]1[CH:33]=[C:34]([CH:38]=[CH:39][C:40]=1[O:41][CH3:42])[CH2:35][C:36]#[N:37]>>[CH3:30][O:31][C:32]1[CH:33]=[C:34](/[C:35](=[CH:28]/[C:26]2[O:27][C:23]([N:20]3[CH2:19][CH2:18][N:17]([CH3:16])[CH2:22][CH2:21]3)=[CH:24][CH:25]=2)/[C:36]#[N:37])[CH:38]=[CH:39][C:40]=1[O:41][CH3:42]. Product: COC=1C=C(C=CC1OC)/C(/C#N)=C/C=1OC(=CC1)N1CCN(CC1)C ((Z)-2-(3,4-dimethoxy-phenyl)-3-[5-(4-methyl-piperazin-1-yl)-furan-2-yl]-acrylonitrile). The reactants are C([C@@H]1[C@@H]2[C@@H]([C@H]([C@H](O1)O[C@@H]3[C@H](O[C@@H]([C@@H]([C@H]3O)O)O[C@@H]4[C@H](O[C@@H]([C@@H]([C@H]4O)O)O[C@@H]5[C@H](O[C@@H]([C@@H]([C@H]5O)O)O[C@@H]6[C@H](O[C@@H]([C@@H]([C@H]6O)O)O[C@@H]7[C@H](O[C@@H]([C@@H]([C@H]7O)O)O[C@@H]8[C@H](O[C@H](O2)[C@@H]([C@H]8O)O)CO)CO)CO)CO)CO)CO)O)O)O (β-cyclodextrin), OC1=C(C=C(C(=C1)O)C(=O)O)C=CC(=O)C1=CC=CC=C1 (2,4-dihydroxy-5-carboxychalcone). Reagents/catalysts: C([C@@H]1[C@@H]2[C@@H]([C@H]([C@H](O1)O[C@@H]3[C@H](O[C@@H]([C@@H]([C@H]3O)O)O[C@@H]4[C@H](O[C@@H]([C@@H]([C@H]4O)O)O[C@@H]5[C@H](O[C@@H]([C@@H]([C@H]5O)O)O[C@@H]6[C@H](O[C@@H]([C@@H]([C@H]6O)O)O[C@@H]7[C@H](O[C@H](O2)[C@@H]([C@H]7O)O)CO)CO)CO)CO)CO)O)O)O (α-cyclodextrin). The product is OC1=C(C=C(C=C1)C(=O)O)C=CC(=O)C1=CC=C(C=C1)O (2,4'-Dihydroxy-5-carboxychalcone). As a reaction SMILES: C(O)[C@H]1[O:7][C@@H]2O[C@H]3[C@H](O)[C@@H](O)[C@@H](O[C@H]4[C@H](O)[C@@H](O)[C@@H](O[C@H]5[C@H](O)[C@@H](O)[C@@H](O[C@H]6[C@H](O)[C@@H](O)[C@@H](O[C@H]7[C@H](O)[C@@H](O)[C@@H](O[C@H]8[C@H](O)[C@@H](O)[C@@H](O[C@H]1[C@H](O)[C@H]2O)O[C@@H]8CO)O[C@@H]7CO)O[C@@H]6CO)O[C@@H]5CO)O[C@@H]4CO)O[C@@H]3CO.[OH:78][C:79]1[CH:84]=[C:83](O)[C:82]([C:86]([OH:88])=[O:87])=[CH:81][C:80]=1[CH:89]=[CH:90][C:91]([C:93]1[CH:98]=[CH:97][CH:96]=[CH:95][CH:94]=1)=[O:92]>C(O)[C@H]1O[C@@H]2O[C@H]3[C@H](O)[C@@H](O)[C@@H](O[C@H]4[C@H](O)[C@@H](O)[C@@H](O[C@H]5[C@H](O)[C@@H](O)[C@@H](O[C@H]6[C@H](O)[C@@H](O)[C@@H](O[C@H]7[C@H](O)[C@@H](O)[C@@H](O[C@H]1[C@H](O)[C@H]2O)O[C@@H]7CO)O[C@@H]6CO)O[C@@H]5CO)O[C@@H]4CO)O[C@@H]3CO>[OH:78][C:79]1[CH:84]=[CH:83][C:82]([C:86]([OH:88])=[O:87])=[CH:81][C:80]=1[CH:89]=[CH:90][C:91]([C:93]1[CH:98]=[CH:97][C:96]([OH:7])=[CH:95][CH:94]=1)=[O:92]. Procedure details: 2,4'-Dihydroxy-5-carboxychalcone is prepared in substantially the same manner as in Example 8, except that 4.5 g of the fixed α-cyclodextrin prepared in Example 10 is used as a catalyst instead of the fixed β-cyclodextrin. The recovery of the catalyst, the yield of and the selectivity for 2,4-dihydroxy-5-carboxychalcone are 100%, 53% on molar basis and 93%, respectively. Reactants: CO (methanol), [N+](=O)([O-])C1=C(C=O)C=CC=C1 (o-nitrobenzaldehyde), CC(C(=O)[O-])(C(=O)[O-])C (dimethylmalonate), N1CCCCC1 (piperidine), C(C)(=O)O (acetic acid). The product is [N+](=O)([O-])C1=C(C=CC=C1)C=C(C(=O)OC)C(=O)OC (Dimethyl 2-[(2-nitrophenyl)methylidene]malonate). RXN SMILES: [CH3:1][OH:2].[N+:3]([C:6]1[CH:13]=[CH:12][CH:11]=[CH:10][C:7]=1[CH:8]=O)([O-:5])=[O:4].C[C:15](C)([C:19]([O-:21])=[O:20])C([O-])=O.N1CCCC[CH2:24]1.[C:29](O)(=[O:31])C>>[N+:3]([C:6]1[CH:13]=[CH:12][CH:11]=[CH:10][C:7]=1[CH:8]=[C:15]([C:19]([O:21][CH3:24])=[O:20])[C:1]([O:31][CH3:29])=[O:2])([O-:5])=[O:4]. Procedure: A methanol (300 ml) solution of o-nitrobenzaldehyde (103.1 g), dimethylmalonate (90.1 g), acetic acid (1.2 ml) and piperidine (12 ml) was heated under reflux for 25 hours. The reaction mixture was concentrated. Water was added to the mixture, which was extracted with ethylacetate. The organic layer was washed with 1N hydrochloric acid, water, a saturated aqueous sodium hydrogencarbonate solution and a saturated aqueous sodium chloride solution, then dried and concentrated. The obtained crude cry...